This data is from the Open Reaction Database (ORD), a public repository of structured organic reaction records. The task is: describe an organic reaction: reactants, conditions, products, and yield Starting materials: C[O-].[Na+] (sodium methylate), CN(C(SC1=CC=CC2=C1C(=CC(O2)=O)C)=O)C (S-(4-methyl-2-oxo-2H-1-benzopyran-5-yl) dimethylthiocarbamate), ice hydrochloric acid. Solvent: CO (methanol). Reaction conditions: time 4 hour. Yields the product OC1=C(C(=CC=C1)SC(=O)N(C)C)C(=CC(=O)OC)C (methyl 3-(2-hydroxy-6-(dimethylaminocarbonylthio)phenyl)but-2-enoate). The yield is 76.0%. RXN SMILES: [CH3:1][O-:2].[Na+].[CH3:4][N:5]([CH3:21])[C:6](=[O:20])[S:7][C:8]1[C:13]2[C:14]([CH3:19])=[CH:15][C:16](=[O:18])[O:17][C:12]=2[CH:11]=[CH:10][CH:9]=1>CO>[OH:2][C:1]1[CH:11]=[CH:10][CH:9]=[C:8]([S:7][C:6]([N:5]([CH3:4])[CH3:21])=[O:20])[C:13]=1[C:14]([CH3:19])=[CH:15][C:16]([O:17][CH3:12])=[O:18] |f:0.1|. Procedure details: 4.4 ml of sodium methylate (8% of Na (w/v) in methanol) are added under an inert atmosphere to a solution of 2 g (7.6.10-3 mol) of S-(4-methyl-2-oxo-2H-1-benzopyran-5-yl) dimethylthiocarbamate in 20 ml of methanol. After 4 hours at room temperature, the reaction medium is hydrolyzed in an ice/hydrochloric acid mixture and the precipitate formed is filtered off to give 1.7 g (yield: 76%) of the expected product. Starting materials: COC(=O)NC(C(=O)N1CCCC1c1ncc(-c2ccc(C#C[Si](C)(C)C)cc2)[nH]1)C(C)C, CO, [K+], [K+], O=C([O-])[O-]. Product: C#Cc1ccc(-c2cnc(C3CCCN3C(=O)C(NC(=O)OC)C(C)C)[nH]2)cc1. Reaction SMILES: [CH3:1][O:2][C:3]([NH:4][CH:5]([CH:6]([CH3:7])[CH3:8])[C:9](=[O:10])[N:11]1[CH:12]([c:16]2[nH:17][c:18](-[c:21]3[cH:22][cH:23][c:24]([C:27]#[C:28][Si:29]([CH3:30])([CH3:31])[CH3:32])[cH:25][cH:26]3)[cH:19][n:20]2)[CH2:13][CH2:14][CH2:15]1)=[O:33].[CH3:40][OH:41].[K+:34].[K+:35].[O-:36][C:37]([O-:38])=[O:39]>>[CH3:1][O:2][C:3]([NH:4][CH:5]([CH:6]([CH3:7])[CH3:8])[C:9](=[O:10])[N:11]1[CH:12]([c:16]2[nH:17][c:18](-[c:21]3[cH:22][cH:23][c:24]([C:27]#[CH:28])[cH:25][cH:26]3)[cH:19][n:20]2)[CH2:13][CH2:14][CH2:15]1)=[O:33].